The task is: describe an organic reaction: reactants, conditions, products, and yield. This data is from the Open Reaction Database (ORD), a public repository of structured organic reaction records. As a reaction SMILES: [CH:1]1([c:4]2[cH:5][cH:6][c:7]([NH:15][CH2:16][c:17]3[n:18][c:19]4[c:24]([cH:25][cH:26]3)[CH2:23][CH2:22][CH2:21][NH:20]4)[c:8](=[O:14])[n:9]2[CH2:10][C:11](=[O:12])[OH:13])[CH2:2][CH2:3]1.[ClH:27].[NH2:28][CH:29]([CH2:30][C:31](=[O:32])[O:33][CH2:34][CH3:35])[c:36]1[cH:37][c:38]([F:42])[cH:39][cH:40][cH:41]1>>[CH:1]1([c:4]2[cH:5][cH:6][c:7]([NH:15][CH2:16][c:17]3[n:18][c:19]4[c:24]([cH:25][cH:26]3)[CH2:23][CH2:22][CH2:21][NH:20]4)[c:8](=[O:14])[n:9]2[CH2:10][C:11](=[O:12])[NH:28][CH:29]([CH2:30][C:31](=[O:32])[O:33][CH2:34][CH3:35])[c:36]2[cH:37][c:38]([F:42])[cH:39][cH:40][cH:41]2)[CH2:2][CH2:3]1. Yields the product CCOC(=O)CC(NC(=O)Cn1c(C2CC2)ccc(NCc2ccc3c(n2)NCCC3)c1=O)c1cccc(F)c1. Starting materials: O=C(O)Cn1c(C2CC2)ccc(NCc2ccc3c(n2)NCCC3)c1=O, Cl, CCOC(=O)CC(N)c1cccc(F)c1. Starting materials: ClC1=NC(=CC(=C1C#N)C(F)(F)F)C1=CC=C(C=C1)F (2-chloro-6-(4-fluorophenyl)-4-(trifluoromethyl)pyridine-3-carbonitrile), Cl.N1CC(CCC1)NC1=CC=C(C=N1)C#N (6-(Piperidin-3-ylamino)pyridine-3-carbonitrile hydrochloride). The product is C(#N)C=1C=CC(=NC1)NC1CN(CCC1)C1=NC(=CC(=C1C#N)C(F)(F)F)C1=CC=C(C=C1)F (2-{3-[(5-Cyanopyridin-2-yl)amino]piperidin-1-yl}-6-(4-fluorophenyl)-4-(trifluoromethyl)-pyridine-3-carbonitrile). RXN SMILES: Cl[C:2]1[C:7]([C:8]#[N:9])=[C:6]([C:10]([F:13])([F:12])[F:11])[CH:5]=[C:4]([C:14]2[CH:19]=[CH:18][C:17]([F:20])=[CH:16][CH:15]=2)[N:3]=1.Cl.[NH:22]1[CH2:27][CH2:26][CH2:25][CH:24]([NH:28][C:29]2[N:34]=[CH:33][C:32]([C:35]#[N:36])=[CH:31][CH:30]=2)[CH2:23]1>>[C:35]([C:32]1[CH:31]=[CH:30][C:29]([NH:28][CH:24]2[CH2:25][CH2:26][CH2:27][N:22]([C:2]3[C:7]([C:8]#[N:9])=[C:6]([C:10]([F:13])([F:12])[F:11])[CH:5]=[C:4]([C:14]4[CH:19]=[CH:18][C:17]([F:20])=[CH:16][CH:15]=4)[N:3]=3)[CH2:23]2)=[N:34][CH:33]=1)#[N:36] |f:1.2|. Reported procedure: Analogously to the preparation of Example 20, 60 mg (0.2 mmol) of 2-chloro-6-(4-fluorophenyl)-4-(trifluoromethyl)pyridine-3-carbonitrile and 59.5 mg (0.24 mmol) of 6-(piperidin-3-ylamino)pyridine-3-carbonitrile hydrochloride (Example 10A) were used to obtain, after separation by means of preparative HPLC (method 13), 61 mg (66% of theory) of the product in solid form.